From a dataset of the Open Reaction Database (ORD), a public repository of structured organic reaction records. describe an organic reaction: reactants, conditions, products, and yield Starting materials: ester, COC(C1=C(C=CC(=C1)C=1SC=C(N1)C1=CC(=C(C=C1)Cl)Cl)Br)=O (2-bromo-5-[4-(3,4-dichloro-phenyl)-thiazol-2-yl]-benzoic acid methyl ester), COC(C1=C(C=CC(=C1)C=1SC=C(N1)C1=CC(=C(C=C1)Cl)Cl)Br)=O (2-bromo-5-[4-(3,4-dichloro-phenyl)-thiazol-2-yl]-benzoic acid methyl ester), C(#N)C=1C=C(C=CC1)B(O)O (3-cyanophenylboronic acid). Product: C(#N)C=1C=C(C=CC1)C=1C(=CC(=CC1)C=1SC=C(N1)C1=CC(=C(C=C1)Cl)Cl)C(=O)O (3′-cyano-4-[4-(3,4-dichloro-phenyl)-thiazol-2-yl]-biphenyl-2-carboxylic acid). The yield is 21.0%. Reaction SMILES: C[O:2][C:3](=[O:24])[C:4]1[CH:9]=[C:8]([C:10]2[S:11][CH:12]=[C:13]([C:15]3[CH:20]=[CH:19][C:18]([Cl:21])=[C:17]([Cl:22])[CH:16]=3)[N:14]=2)[CH:7]=[CH:6][C:5]=1Br.[C:25]([C:27]1[CH:28]=[C:29](B(O)O)[CH:30]=[CH:31][CH:32]=1)#[N:26]>>[C:25]([C:27]1[CH:32]=[C:31]([C:5]2[C:4]([C:3]([OH:2])=[O:24])=[CH:9][C:8]([C:10]3[S:11][CH:12]=[C:13]([C:15]4[CH:20]=[CH:19][C:18]([Cl:21])=[C:17]([Cl:22])[CH:16]=4)[N:14]=3)=[CH:7][CH:6]=2)[CH:30]=[CH:29][CH:28]=1)#[N:26]. Procedure details: Using the conditions of General Procedure B for Suzuki Coupling and Hydrolysis in Parallel Mode, 2-bromo-5-[4-(3,4-dichloro-phenyl)-thiazol-2-yl]-benzoic acid methyl ester (which may be prepared as described for Intermediate 6; 89 mg, 0.2 mmol) was reacted with 3-cyanophenylboronic acid (available from Combi-Blocks Inc.; 59 mg, 0.4 mmol). The resulting ester was hydrolyzed and the acid was purified to give 3′-cyano-4-[4-(3,4-dichloro-phenyl)-thiazol-2-yl]-biphenyl-2-carboxylic acid (19 mg, 21%).... The reactants are C1CNCCN1, O=Cc1cnc(Cl)s1, [Li+], C1CCOC1, [OH-]. The product is O=Cc1cnc(N2CCNCC2)s1. Reaction SMILES: [CH2:9]1[CH2:10][NH:11][CH2:12][CH2:13][NH:14]1.[Cl:1][c:2]1[s:3][c:4]([CH:7]=[O:8])[cH:5][n:6]1.[Li+:15].[O:17]1[CH2:18][CH2:19][CH2:20][CH2:21]1.[OH-:16]>>[c:2]1([N:11]2[CH2:10][CH2:9][NH:14][CH2:13][CH2:12]2)[s:3][c:4]([CH:7]=[O:8])[cH:5][n:6]1. The yield is 78.0%. As a reaction SMILES: N[C:2]1[N:6]([CH2:7][C:8]([OH:11])([CH3:10])[CH3:9])[C:5]([CH2:12][CH2:13][CH2:14][CH3:15])=[N:4][C:3]=1[C:16]#[N:17].C(I)[I:19].C(ON=O)CC(C)C>C(Cl)(Cl)Cl>[CH2:12]([C:5]1[N:6]([CH2:7][C:8]([OH:11])([CH3:10])[CH3:9])[C:2]([I:19])=[C:3]([C:16]#[N:17])[N:4]=1)[CH2:13][CH2:14][CH3:15]. Solvent: C(Cl)(Cl)Cl (CHCl3), C(Cl)(Cl)Cl (CHCl3). Procedure details: To a solution of 5-amino-2-butyl-1-(2-hydroxy-2-methylpropyl)-1H-imidazole-4-carbonitrile S4 (600 mg, 2.54 mmol, 1.0 equiv) and CH2I2 (2.0 mL) in CHCl3 (25 mL) at 80° C. was added a solution of isoamylnitrite (1.36 mL, 10.2 mmol, 4.0 equiv) in CHCl3 (5 mL) over 20 min. The reaction was stirred for additional 30 min at 80° C. then cooled to 25° C. The reaction was concentrated in vacuo and purification by silica gel column chromatography (1/9 EtOAc/hexanes-7/3 EtOAc/hexanes, gradient) afforded th... Reaction conditions: temperature 80 celsius, time 30 minute. Product: C(CCC)C=1N(C(=C(N1)C#N)I)CC(C)(C)O (2-Butyl-1-(2-hydroxy-2-methylpropyl)-5-iodo-1H-imidazole-4-carbonitrile). Starting materials: NC1=C(N=C(N1CC(C)(C)O)CCCC)C#N (5-amino-2-butyl-1-(2-hydroxy-2-methylpropyl)-1H-imidazole-4-carbonitrile), C(I)I (CH2I2), C(CC(C)C)ON=O (isoamylnitrite). Reactants: CC(C)(C)OC(=O)NN, ClCCCl, CCOC(C)=O, O=C(O)C(OCCCl)c1ccc(Cl)nc1, CN(C)C=O, O, On1nnc2ccccc21. Yields the product CC(C)(C)OC(=O)NNC(=O)C(OCCCl)c1ccc(Cl)nc1. Reaction SMILES: [C:30]([NH:31][NH2:32])(=[O:33])[O:34][C:35]([CH3:36])([CH3:37])[CH3:38].[CH2:11]([Cl:12])[CH2:13][Cl:14].[CH3:45][CH2:46][O:47][C:48](=[O:49])[CH3:50].[Cl:15][CH2:16][CH2:17][O:18][CH:19]([C:20](=[O:21])[OH:22])[c:23]1[cH:24][n:25][c:26]([Cl:29])[cH:27][cH:28]1.[O:39]=[CH:40][N:41]([CH3:42])[CH3:43].[OH2:44].[OH:1][n:2]1[c:3]2[c:4]([cH:5][cH:6][cH:7][cH:8]2)[n:9][n:10]1>>[Cl:15][CH2:16][CH2:17][O:18][CH:19]([C:20](=[O:22])[NH:32][NH:31][C:30](=[O:33])[O:34][C:35]([CH3:36])([CH3:37])[CH3:38])[c:23]1[cH:24][n:25][c:26]([Cl:29])[cH:27][cH:28]1. Starting materials: CCOC(=O)c1cc2cc(OCCO[Si](C)(C)C(C)(C)C)ccc2[nH]1, O=C1CCC(=O)N1Br, CN(C)C=O. Yields the product CCOC(=O)c1[nH]c2ccc(OCCO[Si](C)(C)C(C)(C)C)cc2c1Br. Reaction SMILES: [CH3:9][C:10]([CH3:11])([CH3:12])[Si:13]([O:14][CH2:15][CH2:16][O:17][c:18]1[cH:19][c:20]2[cH:21][c:22]([C:27](=[O:28])[O:29][CH2:30][CH3:31])[nH:23][c:24]2[cH:25][cH:26]1)([CH3:32])[CH3:33].[O:1]=[C:2]1[N:3]([Br:8])[C:4](=[O:5])[CH2:6][CH2:7]1.[O:34]=[CH:35][N:36]([CH3:37])[CH3:38]>>[Br:8][c:21]1[c:20]2[cH:19][c:18]([O:17][CH2:16][CH2:15][O:14][Si:13]([C:10]([CH3:9])([CH3:11])[CH3:12])([CH3:32])[CH3:33])[cH:26][cH:25][c:24]2[nH:23][c:22]1[C:27](=[O:28])[O:29][CH2:30][CH3:31]. Solvent: N1=CC=CC=C1 (pyridine). Reported procedure: 4-Nitro-1,8-naphthalic anhydride (2.61 g, 10.7 mmol) and hydroxylamine hydrochloride (1.5 g, 21.4 mmol) were reacted in pyridine (50 mL) following the procedure of Example 1. The crude product was recrystallized from ethanol to give 2.0 g of the title compound, mp 255-260° C.; RXN SMILES: [CH:1]1[CH:10]=[C:9]2[C:11]([O:13][C:14](=O)[C:7]3=[C:8]2[C:3](=[C:4]([N+:16]([O-:18])=[O:17])[CH:5]=[CH:6]3)[CH:2]=1)=[O:12].Cl.[NH2:20][OH:21]>N1C=CC=CC=1>[OH:21][N:20]1[C:14](=[O:13])[C:7]2[CH:6]=[CH:5][C:4]([N+:16]([O-:18])=[O:17])=[C:3]3[C:8]=2[C:9](=[CH:10][CH:1]=[CH:2]3)[C:11]1=[O:12] |f:1.2|. Isolated yield 72.4%. Starting materials: C1=CC2=C(C=CC3=C2C(=C1)C(=O)OC3=O)[N+](=O)[O-] (4-Nitro-1,8-naphthalic anhydride), Cl.NO (hydroxylamine hydrochloride). Product: ON1C(C2=CC=CC=3C2=C(C1=O)C=CC3[N+](=O)[O-])=O (2-Hydroxy-6-nitro-benzo[de]isoquinoline-1,3-dione). Starting materials: Cc1cccc(Br)n1, C#Cc1ccc(-c2nc3cnccn3c2NC(C)(C)C)s1, O=C([O-])[O-], [Cu]I, [Na+], [Na+], CN(C)C=O, Cl[Pd]Cl, c1ccc(P(c2ccccc2)c2ccccc2)cc1, c1ccc(P(c2ccccc2)c2ccccc2)cc1. The product is Cc1cccc(C#Cc2ccc(-c3nc4cnccn4c3NC(C)(C)C)s2)n1. Reaction SMILES: [Br:22][c:23]1[n:24][c:25]([CH3:29])[cH:26][cH:27][cH:28]1.[C:1]([CH3:2])([CH3:3])([CH3:4])[NH:5][c:6]1[c:7](-[c:15]2[s:16][c:17]([C:20]#[CH:21])[cH:18][cH:19]2)[n:8][c:9]2[n:10]1[cH:11][cH:12][n:13][cH:14]2.[C:30](=[O:31])([O-:32])[O-:33].[Cu:41][I:42].[Na+:34].[Na+:35].[O:36]=[CH:37][N:38]([CH3:39])[CH3:40].[Pd:43]([Cl:44])[Cl:45].[c:46]1([P:47]([c:48]2[cH:49][cH:50][cH:51][cH:52][cH:53]2)[c:54]2[cH:55][cH:56][cH:57][cH:58][cH:59]2)[cH:60][cH:61][cH:62][cH:63][cH:64]1.[c:65]1([P:66]([c:67]2[cH:68][cH:69][cH:70][cH:71][cH:72]2)[c:73]2[cH:74][cH:75][cH:76][cH:77][cH:78]2)[cH:79][cH:80][cH:81][cH:82][cH:83]1>>[C:1]([CH3:2])([CH3:3])([CH3:4])[NH:5][c:6]1[c:7](-[c:15]2[s:16][c:17]([C:20]#[C:21][c:23]3[n:24][c:25]([CH3:29])[cH:26][cH:27][cH:28]3)[cH:18][cH:19]2)[n:8][c:9]2[n:10]1[cH:11][cH:12][n:13][cH:14]2. Reactants: O (Water), Cl.CNC (dimethylamine hydrochloride), C([O-])([O-])=O.[K+].[K+] (potassium carbonate), FC=1C=C(C2=C(C(C=C(O2)C2=CC(=C(C=C2)NC(C(C)(C)C)=O)F)=O)C1NCCCOS(=O)(=O)C)F (6,8-difluoro-2-(3-fluoro-4-pivaloylaminophenyl)-5-(3-methanesulfonyloxypropylamino)-4H-1-benzopyran-4-one). Run in CN(C=O)C (dimethylformamide). Run at temperature 50 celsius, time 39 hour. Product: CN(CCCNC1=C(C=C(C2=C1C(C=C(O2)C2=CC(=C(C=C2)NC(C(C)(C)C)=O)F)=O)F)F)C (5-(3-dimethylaminopropylamino)-6,8-difluoro-2-(3-fluoro-4-pivaloylaminophenyl)-4H-1-benzopyran-4-one). Yield: 69.2%. Reaction SMILES: [F:1][C:2]1[CH:3]=[C:4]([F:36])[C:5]2[O:10][C:9]([C:11]3[CH:16]=[CH:15][C:14]([NH:17][C:18](=[O:23])[C:19]([CH3:22])([CH3:21])[CH3:20])=[C:13]([F:24])[CH:12]=3)=[CH:8][C:7](=[O:25])[C:6]=2[C:26]=1[NH:27][CH2:28][CH2:29][CH2:30]OS(C)(=O)=O.Cl.[CH3:38][NH:39][CH3:40].C(=O)([O-])[O-].[K+].[K+].O>CN(C)C=O>[CH3:38][N:39]([CH3:40])[CH2:30][CH2:29][CH2:28][NH:27][C:26]1[C:6]2[C:7](=[O:25])[CH:8]=[C:9]([C:11]3[CH:16]=[CH:15][C:14]([NH:17][C:18](=[O:23])[C:19]([CH3:21])([CH3:22])[CH3:20])=[C:13]([F:24])[CH:12]=3)[O:10][C:5]=2[C:4]([F:36])=[CH:3][C:2]=1[F:1] |f:1.2,3.4.5|. Procedure details: 709 mg (1.35mmol) of 6,8-difluoro-2-(3-fluoro-4-pivaloylaminophenyl)-5-(3-methanesulfonyloxypropylamino)-4H-1-benzopyran-4-one obtained in Example 129 (2) was dissolved in 30 mL of dimethylformamide under argon atmosphere, 1.10 g (13.5 mmol) of dimethylamine hydrochloride and 1.86 g (13.5 mmol) of potassium carbonate were added and the mixture was stirred at 50° C. for 39 hours. Water was added to the reaction solution and the mixture was extracted twice with ethyl acetate. The organic layer was... Starting materials: O=C([O-])[O-], CN(C)C=O, O=[N+]([O-])c1cc(F)c(F)c(F)c1, [K+], [K+], OCc1ccccc1. The product is O=[N+]([O-])c1cc(F)c(OCc2ccccc2)c(F)c1. Reaction SMILES: [C:1](=[O:2])([O-:3])[O-:4].[CH3:27][N:28]([CH3:29])[CH:30]=[O:31].[F:7][c:8]1[c:9]([F:18])[c:10]([F:17])[cH:11][c:12]([N+:14](=[O:15])[O-:16])[cH:13]1.[K+:5].[K+:6].[OH:19][CH2:20][c:21]1[cH:22][cH:23][cH:24][cH:25][cH:26]1>>[F:7][c:8]1[c:9]([O:19][CH2:20][c:21]2[cH:22][cH:23][cH:24][cH:25][cH:26]2)[c:10]([F:17])[cH:11][c:12]([N+:14](=[O:15])[O-:16])[cH:13]1. Reactants: [BH4-], CN, CO, [Na+], O=Cc1ccc(CN(Cc2nc3ccccc3[nH]2)C2CCCc3cccnc32)cc1. Product: CNCc1ccc(CN(Cc2nc3ccccc3[nH]2)C2CCCc3cccnc32)cc1. RXN SMILES: [BH4-:33].[CH3:31][NH2:32].[CH3:35][OH:36].[Na+:34].[nH:1]1[c:2]([CH2:10][N:11]([CH:12]2[CH2:13][CH2:14][CH2:15][c:16]3[cH:17][cH:18][cH:19][n:20][c:21]32)[CH2:22][c:23]2[cH:24][cH:25][c:26]([CH:27]=[O:28])[cH:29][cH:30]2)[n:3][c:4]2[c:5]1[cH:6][cH:7][cH:8][cH:9]2>>[nH:1]1[c:2]([CH2:10][N:11]([CH:12]2[CH2:13][CH2:14][CH2:15][c:16]3[cH:17][cH:18][cH:19][n:20][c:21]32)[CH2:22][c:23]2[cH:24][cH:25][c:26]([CH2:27][NH:32][CH3:31])[cH:29][cH:30]2)[n:3][c:4]2[c:5]1[cH:6][cH:7][cH:8][cH:9]2.